Dataset: the Open Reaction Database (ORD), a public repository of structured organic reaction records. Task: describe an organic reaction: reactants, conditions, products, and yield The reactants are S(=O)(Cl)Cl (thionyl chloride), C(=O)(O)C1=CN(C2=CC=CC=C12)C1=CC=NC2=CC(=CC=C12)C(F)(F)F (3-carboxy-1-(7-(trifluoromethyl)quinol-4-yl)-1H-indole). The product is Cl.ClC(=O)C1=CN(C2=CC=CC=C12)C1=CC=NC2=CC(=CC=C12)C(F)(F)F (3-chlorocarbonyl-1-(7-(trifluoromethyl)quinol-4-yl)-1H-indole hydrochloride). RXN SMILES: S(Cl)([Cl:3])=O.[C:5]([C:8]1[C:16]2[C:11](=[CH:12][CH:13]=[CH:14][CH:15]=2)[N:10]([C:17]2[C:26]3[C:21](=[CH:22][C:23]([C:27]([F:30])([F:29])[F:28])=[CH:24][CH:25]=3)[N:20]=[CH:19][CH:18]=2)[CH:9]=1)(O)=[O:6]>>[ClH:3].[Cl:3][C:5]([C:8]1[C:16]2[C:11](=[CH:12][CH:13]=[CH:14][CH:15]=2)[N:10]([C:17]2[C:26]3[C:21](=[CH:22][C:23]([C:27]([F:30])([F:29])[F:28])=[CH:24][CH:25]=3)[N:20]=[CH:19][CH:18]=2)[CH:9]=1)=[O:6] |f:2.3|. Reported procedure: 5 cm3 of thionyl chloride are added to 0.5 g (1.4 mmol) of 3-carboxy-1-(7-(trifluoromethyl)quinol-4-yl)-1H-indole under an argon atmosphere. After stirring at reflux for 2 hours, the reaction mixture is concentrated to dryness under reduced pressure (2.7 kPa), successively triturated three times with 30 cm3 of dichloromethane and then concentrated to dryness under reduced pressure (2.7 kPa) to give 0.58 g of 3-chlorocarbonyl-1-(7-(trifluoromethyl)quinol-4-yl)-1H-indole hydrochloride in the form ... The reactants are C(#N)C1=CC2=C(C=CC=C2C=C1)C(=C)C (2-Cyano-8-isopropenylnaphthalene). The reagents and catalysts are [Pd] (palladium/carbon). Solvent: C(C)O (ethanol). Conditions: time 1 hour. Product: C(#N)C1=CC2=C(C=CC=C2C=C1)C(C)C (2-Cyano-8-isopropylnaphthalene). Isolated yield 86.1%. As a reaction SMILES: [C:1]([C:3]1[CH:12]=[CH:11][C:10]2[C:5](=[C:6]([C:13]([CH3:15])=[CH2:14])[CH:7]=[CH:8][CH:9]=2)[CH:4]=1)#[N:2]>C(O)C.[Pd]>[C:1]([C:3]1[CH:12]=[CH:11][C:10]2[C:5](=[C:6]([CH:13]([CH3:15])[CH3:14])[CH:7]=[CH:8][CH:9]=2)[CH:4]=1)#[N:2]. Procedure: 2-Cyano-8-isopropenylnaphthalene (0.23 g) and 10% palladium/carbon (containing 50% of water) (50 mg) were suspended in 20 ml of ethanol and the resulting suspension was subjected to catalytic hydrogenation at ordinary temperature under normal pressure for one hour. The reaction mixture was filtered through Celite, and the filtrate was concentrated to give a crude product. This crude product was purified by silica gel column chromatography to give 0.20 g of the title compound as an oil. Starting materials: OC(C(=O)C1=CC=C(C=C1)SC)(C)C (2-Hydroxy-2-methyl-1-(4-(methylthio)phenyl)-propan-1-one), OOS(=O)[O-].[K+] (OXONE), C(C)(C)(C)O (t-butanol). The solvent is C(Cl)Cl (CH2Cl2), O (water), CCOC(=O)C (EtOAc). Conditions: time 18 hour. Product: OC(C(=O)C1=CC=C(C=C1)S(=O)(=O)C)(C)C (2-Hydroxy-2-methyl-1-(4-methylsulfonylphenyl)-propan-1-one). RXN SMILES: [OH:1][C:2]([CH3:14])([CH3:13])[C:3]([C:5]1[CH:10]=[CH:9][C:8](SC)=[CH:7][CH:6]=1)=[O:4].O[O:16][S:17]([O-:19])=O.[K+].[C:21](O)(C)(C)C>C(Cl)Cl.O.CCOC(C)=O>[OH:1][C:2]([CH3:13])([CH3:14])[C:3]([C:5]1[CH:10]=[CH:9][C:8]([S:17]([CH3:21])(=[O:19])=[O:16])=[CH:7][CH:6]=1)=[O:4] |f:1.2|. Reported procedure: To a cold (4° C.) solution of 2-hydroxy-2-methyl-1-(4-(methylthio)phenyl)-propan-1-one (45.0 g, 214 mmol, Step 2) in t-butanol (500 mL) and CH2Cl2 (500 mL) was added a solution of OXONE™ (194 g, 316 mmol) in water (1.4 L). The resulting suspension was stirred at r.t. for 18 h. The reaction was diluted with EtOAc (400 mL) and the layers were separated. The aqueous layer was extracted with EtOAc (2×250 mL). The combined organic layers were dried over Na2SO4 and concentrated in vacuo. The crude pro... The reactants are Cc1sc2ccccc2c1Br, O=C([O-])[O-], CC(=O)[O-], CC(=O)[O-], CCC(CC)c1cc(C)nn2cc(C)nc12, [Cs+], [Cs+], N#N, CN(C)C=O, [Pd+2], c1ccc(P(c2ccccc2)c2ccccc2)cc1. The product is CCC(CC)c1cc(C)nn2c(-c3c(C)sc4ccccc34)c(C)nc12. RXN SMILES: [Br:17][c:18]1[c:19]2[c:20]([s:21][c:22]1[CH3:23])[cH:24][cH:25][cH:26][cH:27]2.[C:47](=[O:48])([O-:49])[O-:50].[C:55]([O-:56])(=[O:57])[CH3:58].[C:60]([O-:61])(=[O:62])[CH3:63].[CH2:1]([CH3:2])[CH:3]([CH2:4][CH3:5])[c:6]1[c:7]2[n:8]([n:9][c:10]([CH3:12])[cH:11]1)[cH:13][c:14]([CH3:16])[n:15]2.[Cs+:51].[Cs+:52].[N:53]#[N:54].[O:64]=[CH:65][N:66]([CH3:67])[CH3:68].[Pd+2:59].[c:28]1([P:29]([c:30]2[cH:31][cH:32][cH:33][cH:34][cH:35]2)[c:36]2[cH:37][cH:38][cH:39][cH:40][cH:41]2)[cH:42][cH:43][cH:44][cH:45][cH:46]1>>[CH2:1]([CH3:2])[CH:3]([CH2:4][CH3:5])[c:6]1[c:7]2[n:8]([n:9][c:10]([CH3:12])[cH:11]1)[c:13](-[c:18]1[c:19]3[c:20]([s:21][c:22]1[CH3:23])[cH:24][cH:25][cH:26][cH:27]3)[c:14]([CH3:16])[n:15]2. Starting materials: 69B, C1CC(=O)OC1 (γ-hydroxybutyric acid lactone), C(C1=CC=CC=C1)N (benzyl amine). Product: C(C1=CC=CC=C1)NC(CCCO)=O (N-benzyl-γ-hydroxybutyramide). Isolated yield 42.0%. RXN SMILES: [CH2:1]1[CH2:6][O:5][C:3](=[O:4])[CH2:2]1.[CH2:7]([NH2:14])[C:8]1[CH:13]=[CH:12][CH:11]=[CH:10][CH:9]=1>>[CH2:7]([NH:14][C:3](=[O:4])[CH2:2][CH2:1][CH2:6][OH:5])[C:8]1[CH:13]=[CH:12][CH:11]=[CH:10][CH:9]=1. Procedure: The preparation of subject compounds is known from the literature. For example, Spath, E., et al. Ber 69B, 2727-31 (1936) CA 31, 22728 react γ-hydroxybutyric acid lactone with benzyl amine at a temperature of 215°-220°C. to obtain as the reaction product, N-benzyl-γ-hydroxybutyramide in 42% yield. It is further known from the literature (Reppe, W. CA 50, 16786 ie) that when 214 g. benzyl amine (b.p. 187°C.) are reacted with 172 g. γ-butyrolactone (b.p. 204°C.) for 8 hours, there is obtained only... The reactants are CC(C)(C)OC(=O)N1CC2CN(CCN(CCOc3ccc(C#N)cc3)C(N)=O)CC(C1)O2, C1COCCO1. Yields the product N#Cc1ccc(OCCN(CCN2CC3CNCC(C2)O3)C(N)=O)cc1. RXN SMILES: [C:1]([O:2][C:3](=[O:4])[N:8]1[CH2:9][CH:10]2[CH2:11][N:12]([CH2:17][CH2:18][N:19]([C:20](=[O:21])[NH2:22])[CH2:23][CH2:24][O:25][c:26]3[cH:27][cH:28][c:29]([C:32]#[N:33])[cH:30][cH:31]3)[CH2:13][CH:14]([CH2:15]1)[O:16]2)([CH3:5])([CH3:6])[CH3:7].[O:34]1[CH2:35][CH2:36][O:37][CH2:38][CH2:39]1>>[NH:8]1[CH2:9][CH:10]2[CH2:11][N:12]([CH2:17][CH2:18][N:19]([C:20](=[O:21])[NH2:22])[CH2:23][CH2:24][O:25][c:26]3[cH:27][cH:28][c:29]([C:32]#[N:33])[cH:30][cH:31]3)[CH2:13][CH:14]([CH2:15]1)[O:16]2. Reactants: N(=NC(C#N)(C)C)C(C#N)(C)C (azobisisobutyronitrile), BrC1=C(C(=CC(=C1)[N+](=O)[O-])Br)C (2,6-dibromo-4-nitrotoluene), BrN1C(CCC1=O)=O (N-bromosuccinimide), C(C1=CC=CC=C1)(=O)OOC(C1=CC=CC=C1)=O (dibenzoylperoxide). Solvent: C(Cl)(Cl)(Cl)Cl (CCl4). Product: BrCC1=C(C=C(C=C1Br)[N+](=O)[O-])Br (1-Bromomethyl-2,6-dibromo-4nitrobenzene). Reaction SMILES: [Br:1][C:2]1[CH:7]=[C:6]([N+:8]([O-:10])=[O:9])[CH:5]=[C:4]([Br:11])[C:3]=1[CH3:12].[Br:13]N1C(=O)CCC1=O.C(OOC(=O)C1C=CC=CC=1)(=O)C1C=CC=CC=1.N(C(C)(C)C#N)=NC(C)(C)C#N>C(Cl)(Cl)(Cl)Cl>[Br:13][CH2:12][C:3]1[C:2]([Br:1])=[CH:7][C:6]([N+:8]([O-:10])=[O:9])=[CH:5][C:4]=1[Br:11]. Procedure details: A mixture of 2,6-dibromo-4-nitrotoluene (3.83 g, 1 eq.), N-bromosuccinimide (3.23 g, 1.4 eq.) and dibenzoylperoxide (315 mg, 0.1 eq.) in CCl4 was degassed with argon. The mixture was brought to reflux and azobisisobutyronitrile (213 mg, 0.1 eq.) was added. The mixture was maintained at reflux for 6 hours. The reaction was cooled to room temperature, concentrated and purified to give 1-Bromomethyl-2,6-dibromo-4nitrobenzene. 1H NMR (500 MHz, CDCl3) δ CHCl3: 4.81 (2H, s), 8.41(2H, s). The reactants are O=CCCn1cc(I)c(=O)n(C(=O)c2ccccc2)c1=O, CC(=O)O, ClCCl, FC(F)(F)c1ccc(C23CNCC2C3)cc1, O. Yields the product O=C(c1ccccc1)n1c(=O)c(I)cn(CCCN2CC3CC3(c3ccc(C(F)(F)F)cc3)C2)c1=O. Reaction SMILES: [C:1]([c:2]1[cH:3][cH:4][cH:5][cH:6][cH:7]1)(=[O:8])[n:9]1[c:10](=[O:21])[n:11]([CH2:17][CH2:18][CH:19]=[O:20])[cH:12][c:13]([I:16])[c:14]1=[O:15].[C:38]([OH:39])(=[O:40])[CH3:41].[Cl:43][CH2:44][Cl:45].[F:22][C:23]([c:24]1[cH:25][cH:26][c:27]([C:30]23[CH2:31][NH:32][CH2:33][CH:34]2[CH2:35]3)[cH:28][cH:29]1)([F:36])[F:37].[OH2:42]>>[C:1]([c:2]1[cH:3][cH:4][cH:5][cH:6][cH:7]1)(=[O:8])[n:9]1[c:10](=[O:21])[n:11]([CH2:17][CH2:18][CH2:19][N:32]2[CH2:31][C:30]3([c:27]4[cH:26][cH:25][c:24]([C:23]([F:22])([F:36])[F:37])[cH:29][cH:28]4)[CH:34]([CH2:33]2)[CH2:35]3)[cH:12][c:13]([I:16])[c:14]1=[O:15]. Reactants: CC1=CC=C(S1)C1NCCNC1 (2-(5-methyl-2-thienyl)piperazine), ClC1=C(C=C2C(C(=CN(C2=C1)CC)C(=O)O)=O)F (7-chloro-1-ethyl-6-fluoro-1,4-dihydro-4-oxo-3-quinolinecarboxylic acid). Solvent: N1=CC=CC=C1 (pyridine). Product: C(C)N1C=C(C(C2=CC(=C(C=C12)N1CC(NCC1)C=1SC(=CC1)C)F)=O)C(=O)O (1-Ethyl-6-fluoro-1,4-dihydro-7-[3-(5-methyl-2-thienyl)-1-piperazinyl]-4-oxo-3-quinolinecarboxylic acid). Isolated yield 17.5%. Reaction SMILES: [CH3:1][C:2]1[S:6][C:5]([CH:7]2[CH2:12][NH:11][CH2:10][CH2:9][NH:8]2)=[CH:4][CH:3]=1.Cl[C:14]1[CH:23]=[C:22]2[C:17]([C:18](=[O:29])[C:19]([C:26]([OH:28])=[O:27])=[CH:20][N:21]2[CH2:24][CH3:25])=[CH:16][C:15]=1[F:30]>N1C=CC=CC=1>[CH2:24]([N:21]1[C:22]2[C:17](=[CH:16][C:15]([F:30])=[C:14]([N:11]3[CH2:10][CH2:9][NH:8][CH:7]([C:5]4[S:6][C:2]([CH3:1])=[CH:3][CH:4]=4)[CH2:12]3)[CH:23]=2)[C:18](=[O:29])[C:19]([C:26]([OH:28])=[O:27])=[CH:20]1)[CH3:25]. Reported procedure: A mixture of 4.368 g of 2-(5-methyl-2-thienyl)piperazine and 2.152 g of 7-chloro-1-ethyl-6-fluoro-1,4-dihydro-4-oxo-3-quinolinecarboxylic acid in 15 ml of pyridine was heated at reflux under argon for 18 hours, then allowed to cool and the solvent removed. The residue was triturated with methanol and ether, then filtered and dried, giving 580 mg of the desired product, mp 200°-210° C. (dec.)